Dataset: the Open Reaction Database (ORD), a public repository of structured organic reaction records. Task: describe an organic reaction: reactants, conditions, products, and yield Starting materials: C=CCCC(NC)C(=O)OC, Cl, O=S(=O)(Cl)CCC(F)(F)F. Yields the product C=CCCC(C(=O)OC)N(C)S(=O)(=O)CCC(F)(F)F. As a reaction SMILES: [CH3:2][NH:3][CH:4]([C:5](=[O:6])[O:7][CH3:8])[CH2:9][CH2:10][CH:11]=[CH2:12].[ClH:1].[F:13][C:14]([CH2:15][CH2:16][S:17](=[O:18])(=[O:19])[Cl:20])([F:21])[F:22]>>[CH3:2][N:3]([CH:4]([C:5](=[O:6])[O:7][CH3:8])[CH2:9][CH2:10][CH:11]=[CH2:12])[S:17]([CH2:16][CH2:15][C:14]([F:13])([F:21])[F:22])(=[O:18])=[O:19]. The reactants are CS(=O)(=O)Cl, CCOC(C)=O, ClCCl, Cl, COC(=O)c1ccc(Oc2ccc(CC(=O)OC(C)(C)C)cc2CN)cc1, c1ccncc1. Product: COC(=O)c1ccc(Oc2ccc(CC(=O)OC(C)(C)C)cc2CNS(C)(=O)=O)cc1. RXN SMILES: [CH3:34][S:35]([Cl:36])(=[O:37])=[O:38].[CH3:42][CH2:43][O:44][C:45](=[O:46])[CH3:47].[Cl:39][CH2:40][Cl:41].[ClH:48].[NH2:1][CH2:2][c:3]1[c:4]([O:5][c:6]2[cH:7][cH:8][c:9]([C:10](=[O:11])[O:12][CH3:13])[cH:14][cH:15]2)[cH:16][cH:17][c:18]([CH2:20][C:21](=[O:22])[O:23][C:24]([CH3:25])([CH3:26])[CH3:27])[cH:19]1.[cH:28]1[cH:29][cH:30][n:31][cH:32][cH:33]1>>[NH:1]([CH2:2][c:3]1[c:4]([O:5][c:6]2[cH:7][cH:8][c:9]([C:10](=[O:11])[O:12][CH3:13])[cH:14][cH:15]2)[cH:16][cH:17][c:18]([CH2:20][C:21](=[O:22])[O:23][C:24]([CH3:25])([CH3:26])[CH3:27])[cH:19]1)[S:35]([CH3:34])(=[O:37])=[O:38]. Starting materials: C(C1=CC=CC=C1)OC1=C(C=C(C=C1C)C=1OC(=CN1)C1=NC(=NC(=C1)C)NC(C)C)CC ({4-[2-(4-benzyloxy-3-ethyl-5-methyl-phenyl)-oxazol-5-yl]-6-methyl-pyrimidin-2-yl}-isopropyl-amine). Run in C1CCOC1 (THF), CO (MeOH), [Pd] (Pd/C). Reaction conditions: time 18 hour. Product: C(C)C1=C(C(=CC(=C1)C=1OC(=CN1)C1=NC(=NC(=C1)C)NC(C)C)C)O (2-ethyl-4-[5-(2-isopropylamino-6-methyl-pyrimidin-4-yl)-oxazol-2-yl]-6-methyl-phenol). Yield: 97.7%. RXN SMILES: C([O:8][C:9]1[C:14]([CH3:15])=[CH:13][C:12]([C:16]2[O:17][C:18]([C:21]3[CH:26]=[C:25]([CH3:27])[N:24]=[C:23]([NH:28][CH:29]([CH3:31])[CH3:30])[N:22]=3)=[CH:19][N:20]=2)=[CH:11][C:10]=1[CH2:32][CH3:33])C1C=CC=CC=1>C1COCC1.CO.[Pd]>[CH2:32]([C:10]1[CH:11]=[C:12]([C:16]2[O:17][C:18]([C:21]3[CH:26]=[C:25]([CH3:27])[N:24]=[C:23]([NH:28][CH:29]([CH3:30])[CH3:31])[N:22]=3)=[CH:19][N:20]=2)[CH:13]=[C:14]([CH3:15])[C:9]=1[OH:8])[CH3:33]. Reported procedure: To a solution of {4-[2-(4-benzyloxy-3-ethyl-5-methyl-phenyl)-oxazol-5-yl]-6-methyl-pyrimidin-2-yl}-isopropyl-amine (27 mg, 61 μmol) in THF (2 mL) and MeOH (2 mL), 10% Pd/C is added (50 mg). The reaction mixture is stirred under H2 atmosphere for 18 h, and is filtered through celite. The filtrate is evaporated to give 2-ethyl-4-[5-(2-isopropylamino-6-methyl-pyrimidin-4-yl)-oxazol-2-yl]-6-methyl-phenol (21 mg) as a yellow oil; LC-MS: tR=0.88 min, [M+H]+=353.03. Run in CC(=O)N(C)C (dimethylacetamide), CC(=O)N(C)C (dimethylacetamide). The reactants are C(CC(=O)OCC)(=O)OCC (diethyl malonate), [H-].[Na+] (sodium hydride), CC1=CC2=C(NC(OC2=O)=O)C=C1 (6-Methyl-1H-benzo[d][1,3]oxazine-2,4-dione), ice water, [H][H] (hydrogen), Cl (HCl). Reaction SMILES: [C:1]([O:9]CC)(=O)[CH2:2][C:3]([O:5][CH2:6][CH3:7])=[O:4].[H-].[Na+].[H][H].[CH3:16][C:17]1[CH:28]=[CH:27][C:20]2[NH:21]C(=O)[O:23][C:24](=O)[C:19]=2[CH:18]=1.Cl>CC(N(C)C)=O>[CH2:6]([O:5][C:3]([C:2]1[C:1](=[O:9])[NH:21][C:20]2[C:19]([C:24]=1[OH:23])=[CH:18][C:17]([CH3:16])=[CH:28][CH:27]=2)=[O:4])[CH3:7] |f:1.2|. Yields the product C(C)OC(=O)C=1C(NC2=CC=C(C=C2C1O)C)=O (4-Hydroxy-6-methyl-2-oxo-1,2-dihydro-quinoline-3-carboxylic acid ethyl ester). The yield is 36.6%. Run at temperature 90 celsius. Reported procedure: Neat diethyl malonate (18.05 g, 112.7 mmol) was added slowly to a suspension of sodium hydride (60% in mineral oil, 4.96 mg, 124 mmol) in dimethylacetamide under N2 atmosphere. The mixture was stirred at room temperature until the evolution of hydrogen gas ceased, then the mixture was heated to 90° C. for 30 min. then cooled to room temperature. A solution of Compound 11 (22 g, 124 mmol) in dimethylacetamide was added slowly and the solution heated overnight at 110° C. The mixture was cooled to ... The reactants are CC(C)(C)c1cc(Sc2nccs2)cc(C(C)(C)C)c1O, O=C(OO)c1cccc(Cl)c1, ClCCl. Product: CC(C)(C)c1cc(S(=O)c2nccs2)cc(C(C)(C)C)c1O. Reaction SMILES: [C:1]([CH3:2])([CH3:3])([CH3:4])[c:5]1[c:6]([OH:21])[c:7]([C:17]([CH3:18])([CH3:19])[CH3:20])[cH:8][c:9]([S:11][c:12]2[s:13][cH:14][cH:15][n:16]2)[cH:10]1.[Cl:22][c:23]1[cH:24][cH:25][cH:26][c:27]([C:28]([O:29][OH:31])=[O:30])[cH:32]1.[Cl:33][CH2:34][Cl:35]>>[C:1]([CH3:2])([CH3:3])([CH3:4])[c:5]1[c:6]([OH:21])[c:7]([C:17]([CH3:18])([CH3:19])[CH3:20])[cH:8][c:9]([S:11]([c:12]2[s:13][cH:14][cH:15][n:16]2)=[O:30])[cH:10]1. Reactants: [BH4-], CCO, [Na+], O=CC1CCC2(CCC(O)CC2)CC1. Yields the product OCC1CCC2(CCC(O)CC2)CC1. As a reaction SMILES: [BH4-:1].[CH3:17][CH2:18][OH:19].[Na+:2].[OH:3][CH:4]1[CH2:5][CH2:6][C:7]2([CH2:8][CH2:9][CH:10]([CH:13]=[O:14])[CH2:11][CH2:12]2)[CH2:15][CH2:16]1>>[OH:3][CH:4]1[CH2:5][CH2:6][C:7]2([CH2:8][CH2:9][CH:10]([CH2:13][OH:14])[CH2:11][CH2:12]2)[CH2:15][CH2:16]1.